The task is: describe an organic reaction: reactants, conditions, products, and yield. This data is from the Open Reaction Database (ORD), a public repository of structured organic reaction records. Procedure: A mixture of 5-[7-trifluoromethyl-5-(4-trifluoromethyl-phenyl)-pyrazolo[1,5-a]pyrimidin-3-ylethynyl]-pyridin-2-ylamine (example 55) (2.00 g, 4.47 mmol) in acetic anhydride (15 mL) was stirred at 120° C. for 1 h. Cooled to 60° C., concentrated in vaccum to dryness (water bath temperature 60° C.) and dried in HV to give an orange solid (2.465 g, 113%, mixture of mono- and diacetylated compound). Suspended in THF (30 mL) at 23° C., added NH4OH (25%, 13.3M, 1.0 mL, 13.4 mmol) and stirred at 23° C. f... Conditions: temperature 120 celsius, time 1 hour. The solvent is C1CCOC1 (THF). Isolated yield 97.0%. Starting materials: [NH4+].[OH-] (NH4OH), O (H2O), FC(C1=CC(=NC=2N1N=CC2C#CC=2C=CC(=NC2)N)C2=CC=C(C=C2)C(F)(F)F)(F)F (5-[7-trifluoromethyl-5-(4-trifluoromethyl-phenyl)-pyrazolo[1,5-a]pyrimidin-3-ylethynyl]-pyridin-2-ylamine), C(C)(=O)OC(C)=O (acetic anhydride), Cl (HCl). Yields the product FC(C1=CC(=NC=2N1N=CC2C#CC=2C=CC(=NC2)NC(C)=O)C2=CC=C(C=C2)C(F)(F)F)(F)F (N-{5-[7-Trifluoromethyl-5-(4-trifluoromethyl-phenyl)-pyrazolo[1,5-a]pyrimidin-3-ylethynyl]-pyridin-2-yl}-acetamide). RXN SMILES: [F:1][C:2]([F:32])([F:31])[C:3]1[N:8]2[N:9]=[CH:10][C:11]([C:12]#[C:13][C:14]3[CH:15]=[CH:16][C:17]([NH2:20])=[N:18][CH:19]=3)=[C:7]2[N:6]=[C:5]([C:21]2[CH:26]=[CH:25][C:24]([C:27]([F:30])([F:29])[F:28])=[CH:23][CH:22]=2)[CH:4]=1.[NH4+].[OH-].Cl.O.[C:37](OC(=O)C)(=[O:39])[CH3:38]>C1COCC1>[F:32][C:2]([F:1])([F:31])[C:3]1[N:8]2[N:9]=[CH:10][C:11]([C:12]#[C:13][C:14]3[CH:15]=[CH:16][C:17]([NH:20][C:37](=[O:39])[CH3:38])=[N:18][CH:19]=3)=[C:7]2[N:6]=[C:5]([C:21]2[CH:26]=[CH:25][C:24]([C:27]([F:28])([F:29])[F:30])=[CH:23][CH:22]=2)[CH:4]=1 |f:1.2|. Reactants: C([O-])([O-])=O.[K+].[K+] (potassium carbonate), CI (methyliodide), OC=1C=NC2=CC=CC=C2C1 (3-hydroxyquinoline). Solvent: CN(C=O)C (dimethylformamide), C(C)OCC (diethyl ether). Reaction conditions: time 18 hour. Yields the product COC=1C=NC2=CC=CC=C2C1 (3-methoxyquinoline). RXN SMILES: [C:1](=O)([O-])[O-].[K+].[K+].CI.[OH:9][C:10]1[CH:11]=[N:12][C:13]2[C:18]([CH:19]=1)=[CH:17][CH:16]=[CH:15][CH:14]=2>CN(C)C=O.C(OCC)C>[CH3:1][O:9][C:10]1[CH:11]=[N:12][C:13]2[C:18]([CH:19]=1)=[CH:17][CH:16]=[CH:15][CH:14]=2 |f:0.1.2|. Procedure: 1.05 g of anhydrous potassium carbonate and 0.48 ml of methyliodide are added to a solution of 1.0 g of 3-hydroxyquinoline in 8.5 ml of dimethylformamide and the reaction mixture is stirred at room temperature for 18 h. It is diluted with diethyl ether, the resulting suspension is filtered and the filtrate is concentrated. The crude product is purified by FC over 60 g of silica gel (mobile phase F) to give 3-methoxyquinoline: Rf (A)=0.53. The reactants are NC1=CC=C(C#N)C=C1 (4-aminobenzonitrile), C1CC(=O)N(C1=O)Br (NBS). The product is NC1=C(C=C(C#N)C=C1)Br (4-Amino-3-bromo-benzonitrile). RXN SMILES: [NH2:1][C:2]1[CH:9]=[CH:8][C:5]([C:6]#[N:7])=[CH:4][CH:3]=1.C1C(=O)N([Br:17])C(=O)C1>>[NH2:1][C:2]1[CH:9]=[CH:8][C:5]([C:6]#[N:7])=[CH:4][C:3]=1[Br:17]. Procedure: The title compound was prepared from 4-aminobenzonitrile (2.04 g, 17.2 mmol) and NBS (3.07 g, 17.2 mmol) according to the procedure in Example 16, step (b) (2.53 g, 75%). Mass Spectrum (ESI, m/z): Calcd. for C7H5BrN2, 196.9 (M+H), found 196.7. As a reaction SMILES: [C:1]1([C:7]2[CH:12]=[CH:11][C:10]([CH:13]([CH3:17])[C:14](Cl)=[O:15])=[CH:9][CH:8]=2)[CH2:6][CH2:5][CH2:4][CH2:3][CH:2]=1.N1C=CC=CC=1.[CH2:24]([OH:26])[CH3:25]>>[CH2:24]([O:26][C:14](=[O:15])[CH:13]([C:10]1[CH:11]=[CH:12][C:7]([C:1]2[CH2:6][CH2:5][CH2:4][CH2:3][CH:2]=2)=[CH:8][CH:9]=1)[CH3:17])[CH3:25]. Run at time 3 hour. The product is C(C)OC(C(C)C1=CC=C(C=C1)C1=CCCCC1)=O (α-[para-(1-cyclohexenyl)-phenyl]-propionic acid ethyl ester). Starting materials: C1(=CCCCC1)C1=CC=C(C=C1)C(C(=O)Cl)C (α-[para-(1-cyclohexenyl)-phenyl]-propionic acid chloride), N1=CC=CC=C1 (pyridine), C(C)O (ethanol). Procedure: 7 g of α-[para-(1-cyclohexenyl)-phenyl]-propionic acid chloride are added dropwise to a solution, cooled to 10°C, of 10 ml of pyridine in 25 ml of ethanol. The mixture is allowed to stand at room temperature for 3 hours, then evaporated under reduced pressure, and the residue is dissolved in ether and the ethereal solution washed with water, 2N-hydrochloric acid, saturated sodium bicarbonate solution and again with water. The ethereal extracts are dried over sodium sulfate and evaporated, then d...